From a dataset of the Open Reaction Database (ORD), a public repository of structured organic reaction records. describe an organic reaction: reactants, conditions, products, and yield The reactants are [BH4-].[Na+] (sodium borohydride), [Cl-].[Na+] (sodium chloride), CC1=C(C=CC(=C1)C(CCCCCC)=O)C1=CC=C(C=C1)C(F)(F)F (1-(2-methyl-4′-trifluoromethyl-biphenyl-4-yl)-heptan-1-one), C([O-])(O)=O.[Na+] (sodium bicarbonate). The solvent is C(C)O (ethanol), C(C)(=O)OCC (ethyl acetate). Product: CC1=C(C=CC(=C1)C(CCCCCC)O)C1=CC=C(C=C1)C(F)(F)F (1-(2-Methyl-4′-trifluoromethyl-biphenyl-4-yl)-heptan-1-ol). The yield is 96.4%. Reaction SMILES: [CH3:1][C:2]1[CH:7]=[C:6]([C:8](=[O:15])[CH2:9][CH2:10][CH2:11][CH2:12][CH2:13][CH3:14])[CH:5]=[CH:4][C:3]=1[C:16]1[CH:21]=[CH:20][C:19]([C:22]([F:25])([F:24])[F:23])=[CH:18][CH:17]=1.[BH4-].[Na+].C(=O)(O)[O-].[Na+].[Cl-].[Na+]>C(O)C.C(OCC)(=O)C>[CH3:1][C:2]1[CH:7]=[C:6]([CH:8]([OH:15])[CH2:9][CH2:10][CH2:11][CH2:12][CH2:13][CH3:14])[CH:5]=[CH:4][C:3]=1[C:16]1[CH:17]=[CH:18][C:19]([C:22]([F:23])([F:24])[F:25])=[CH:20][CH:21]=1 |f:1.2,3.4,5.6|. Procedure: Dissolve 1-(2-methyl-4′-trifluoromethyl-biphenyl-4-yl)-heptan-1-one (0.516 g, 1.48 mmol) in ethanol (5 mL). Add sodium borohydride (0.224 g, 5.93 mmol) at 0° C. under inert atmosphere and stir three hours. Quench reaction with saturated solution of ammonium chloride, dilute with ethyl acetate. Wash organic phase with saturated sodium bicarbonate solution, then saturated sodium chloride solution. Dry organic fraction with Na2SO4, filter and concentrate under reduced pressure. Purify on silica gel... Reactants: CCO, [Na+], [Ni], [OH-], O, ON=C1CCc2c1[nH]c1ccccc21. The product is NC1CCc2c1[nH]c1ccccc21. Reaction SMILES: [CH3:17][CH2:18][OH:19].[Na+:16].[Ni:21].[OH-:15].[OH2:20].[OH:1][N:2]=[C:3]1[CH2:4][CH2:5][c:6]2[c:7]1[nH:8][c:9]1[cH:10][cH:11][cH:12][cH:13][c:14]21>>[NH2:2][CH:3]1[CH2:4][CH2:5][c:6]2[c:7]1[nH:8][c:9]1[cH:10][cH:11][cH:12][cH:13][c:14]21. Starting materials: C1CCC2=NCCCN2CC1 (DBU), C(C)(=O)N/C=C/SC1=C(N2C([C@H]([C@H]2C1)[C@H](C)OS(=O)(=O)[O-])=O)C(=O)OCC1=CC=C(C=C1)[N+](=O)[O-].C(C1=CC=CC=C1)[N+](CCCCCCCCCCCCCCCC)(C)C (Benzyldimethyl-n-hexadecylammonium (5R,6R)-3-[(E)-2-acetamidoethenylthio]-6-[(S)-1-sulphonatooxyethyl]-7-oxo-2-p-nitrobenzyloxycarbonyl-1-azabicyclo[3.2.0]hept-2-ene). The solvent is C(Cl)Cl (methylene chloride), C(Cl)Cl (methylene chloride). Conditions: time 3.5 hour. Yields the product C(C)(=O)N/C=C/SC1=C(N2C(\C(\[C@H]2C1)=C/C)=O)C(=O)OCC1=CC=C(C=C1)[N+](=O)[O-] (p-nitrobenzyl (5R,6Z)-3-[(E)-2-acetamidoethenylthio]-6-ethylidene-7-oxo-1-azabicyclo[3.2.0]hept-2-ene-2-carboxylate), C(C)(=O)N/C=C/SC1=C(N2C(/C(/[C@H]2C1)=C/C)=O)C(=O)OCC1=CC=C(C=C1)[N+](=O)[O-] (p-nitrobenzyl (5R,6E)-3-[(E)-2-acetamidoethenylthio]-6-ethylidene-7-oxo-1-azabicyclo[3.2.0]hept-2-ene-2-carboxylate). The yield is 102732.4%. As a reaction SMILES: [C:1]([NH:4]/[CH:5]=[CH:6]/[S:7][C:8]1[CH2:14][C@H:13]2[N:10]([C:11](=[O:22])[C@H:12]2[C@@H:15](OS([O-])(=O)=O)[CH3:16])[C:9]=1[C:23]([O:25][CH2:26][C:27]1[CH:32]=[CH:31][C:30]([N+:33]([O-:35])=[O:34])=[CH:29][CH:28]=1)=[O:24])(=[O:3])[CH3:2].C([N+](C)(C)CCCCCCCCCCCCCCCC)C1C=CC=CC=1.C1CCN2C(=NCCC2)CC1>C(Cl)Cl>[C:1]([NH:4]/[CH:5]=[CH:6]/[S:7][C:8]1[CH2:14][C@H:13]2[N:10]([C:11](=[O:22])/[C:12]/2=[CH:15]\[CH3:16])[C:9]=1[C:23]([O:25][CH2:26][C:27]1[CH:32]=[CH:31][C:30]([N+:33]([O-:35])=[O:34])=[CH:29][CH:28]=1)=[O:24])(=[O:3])[CH3:2].[C:1]([NH:4]/[CH:5]=[CH:6]/[S:7][C:8]1[CH2:14][C@H:13]2[N:10]([C:11](=[O:22])/[C:12]/2=[CH:15]/[CH3:16])[C:9]=1[C:23]([O:25][CH2:26][C:27]1[CH:32]=[CH:31][C:30]([N+:33]([O-:35])=[O:34])=[CH:29][CH:28]=1)=[O:24])(=[O:3])[CH3:2] |f:0.1|. Procedure: Benzyldimethyl-n-hexadecylammonium (5R,6R)-3-[(E)-2-acetamidoethenylthio]-6-[(S)-1-sulphonatooxyethyl]-7-oxo-2-p-nitrobenzyloxycarbonyl-1-azabicyclo[3.2.0]hept-2-ene (e46) (1.85 mg) was dissolved in methylene chloride (40 ml) and the solution cooled to -15°. A solution of DBU (0.634 g) in methylene chloride (10 ml) was added, and stirring was continued at -10° for 3.5 hours. The organic solution was washed with 3 portions of brine (20 ml), then dried (MgSO4) and evaporated. The residue was chrom...